From a dataset of the Open Reaction Database (ORD), a public repository of structured organic reaction records. describe an organic reaction: reactants, conditions, products, and yield The reactants are C(=O)(OC(C)(C)C)N[C@@H](CC1=CNC2=CC=CC=C12)C(=O)O (BOC-L-Tryptophane), ClC(=O)OCC(C)C (isobutyl chloroformate), NC1=C(C(=O)O)C=CC=C1C(F)(F)F (2-amino-3-trifluoromethyl benzoic acid). The solvent is CC(=O)O (CH3COOH), C(Cl)Cl (methylene chloride), CN1CCOCC1 (N-methyl-morpholine), C(Cl)Cl (methylene chloride), C(Cl)Cl (methylene chloride), CN1CCOCC1 (N-methyl-morpholine). Product: N1C=C(C2=CC=CC=C12)C[C@@H](C1=NC2=C(C(O1)=O)C=CC=C2C(F)(F)F)NC(OC(C)(C)C)=O (1,1-dimethylethyl N-[(S) 2-[1H-indol-3-yl]-1-[4-oxo-8-trifluoromethyl-4H-3,1-benzoxazin-2-yl]-ethyl]-carbamate). RXN SMILES: [C:1]([NH:8][C@H:9]([C:20]([OH:22])=O)[CH2:10][C:11]1[C:19]2[C:14](=[CH:15][CH:16]=[CH:17][CH:18]=2)[NH:13][CH:12]=1)([O:3][C:4]([CH3:7])([CH3:6])[CH3:5])=[O:2].ClC(OCC(C)C)=O.[NH2:31][C:32]1[C:40]([C:41]([F:44])([F:43])[F:42])=[CH:39][CH:38]=[CH:37][C:33]=1[C:34](O)=[O:35]>C(Cl)Cl.CN1CCOCC1.CC(O)=O>[NH:13]1[C:14]2[C:19](=[CH:18][CH:17]=[CH:16][CH:15]=2)[C:11]([CH2:10][C@H:9]([NH:8][C:1](=[O:2])[O:3][C:4]([CH3:5])([CH3:6])[CH3:7])[C:20]2[O:22][C:34](=[O:35])[C:33]3[CH:37]=[CH:38][CH:39]=[C:40]([C:41]([F:42])([F:43])[F:44])[C:32]=3[N:31]=2)=[CH:12]1. Procedure details: Using the procedure of Step A of Example 7, a solution of 22.8 g of BOC-L-Tryptophane in 150 ml of methylene chloride and 20.6 g of N-methyl-morpholine, 19.5 ml of isobutyl chloroformate in 75 ml of methylene chloride, 15.4 g of 2-amino-3-trifluoromethyl benzoic acid in 150 ml of methylene chloride and 8.3 ml of N-methyl-morpholine were reacted to obtain 20.7 g of 1,1-dimethylethyl N-[(S) 2-[1H-indol-3-yl]-1-[4-oxo-8-trifluoromethyl-4H-3,1-benzoxazin-2-yl]-ethyl-carbamate melting at 166° C. and ... The reactants are NS(=O)(=O)C1=CC(=C(C=C1)N[C@@H](CSC1=CC=CC=C1)C(=O)OC)[N+](=O)[O-] (methyl N-(4-(aminosulfonyl)-2-nitrophenyl)-S-phenylcysteinate), [BH4-].[Li+] (lithium borohydride). Solvent: C1CCOC1 (THF), CO (methanol), C(C)(=O)OCC (ethyl acetate). Run at time 3 hour. The product is OCC(CSC1=CC=CC=C1)NC1=C(C=C(C=C1)S(=O)(=O)N)[N+](=O)[O-] (4-((2-hydroxy-1-((phenylthio)methyl)ethyl)amino)-3-nitrobenzenesulfonamide). Reaction SMILES: [NH2:1][S:2]([C:5]1[CH:10]=[CH:9][C:8]([NH:11][C@H:12]([C:21](OC)=[O:22])[CH2:13][S:14][C:15]2[CH:20]=[CH:19][CH:18]=[CH:17][CH:16]=2)=[C:7]([N+:25]([O-:27])=[O:26])[CH:6]=1)(=[O:4])=[O:3].[BH4-].[Li+]>C1COCC1.CO.C(OCC)(=O)C>[OH:22][CH2:21][CH:12]([NH:11][C:8]1[CH:9]=[CH:10][C:5]([S:2]([NH2:1])(=[O:3])=[O:4])=[CH:6][C:7]=1[N+:25]([O-:27])=[O:26])[CH2:13][S:14][C:15]1[CH:16]=[CH:17][CH:18]=[CH:19][CH:20]=1 |f:1.2|. Procedure details: A solution of Example 434A (1.42 g, 3.45 mmol) in THF (10 mL) and methanol (1 mL) at room temperature was slowly treated with lithium borohydride (100 mg), stirred for 3 hours, as diluted with ethyl acetate (100 mL), washed with water (45 mL) and brine (10 mL), dried (MgSO4), filtered, and concentrated to provide the desired product. MS (ESI(+)) m/e 384 (M+H). Reaction SMILES: [CH2:1]([C:3]1[N:7]([C:8]2[N:16]=[C:15]3[C:11]([N:12]=[C:13]([CH:18]4[CH2:21][N:20](C(OC(C)(C)C)=O)[CH2:19]4)[N:14]3[CH3:17])=[C:10]([N:29]3[CH2:34][CH2:33][O:32][CH2:31][CH2:30]3)[N:9]=2)[C:6]2[CH:35]=[CH:36][CH:37]=[CH:38][C:5]=2[N:4]=1)[CH3:2].C(O)(C(F)(F)F)=O>C(Cl)Cl>[NH:20]1[CH2:19][CH:18]([C:13]2[N:14]([CH3:17])[C:15]3[C:11]([N:12]=2)=[C:10]([N:29]2[CH2:30][CH2:31][O:32][CH2:33][CH2:34]2)[N:9]=[C:8]([N:7]2[C:6]4[CH:35]=[CH:36][CH:37]=[CH:38][C:5]=4[N:4]=[C:3]2[CH2:1][CH3:2])[N:16]=3)[CH2:21]1. Run in C(Cl)Cl (DCM). The yield is 85.0%. Reaction conditions: time 2.5 hour. Product: N1CC(C1)C=1N(C2=NC(=NC(=C2N1)N1CCOCC1)N1C(=NC2=C1C=CC=C2)CC)C (4-(8-(azetidin-3-yl)-2-(2-ethyl-1H-benzo[d]imidazol-1-yl)-9-methyl-9H-purin-6-yl)morpholine). Reported procedure: To a solution of 3-[2-(2-ethylbenzoimidazol-1-yl)-9-methyl-6-morpholin-4-yl-9H-purin-8-yl]azetidine-1-carboxylic acid tert-butyl ester 678 (325 mg, 0.63 mmol) in DCM (4 mL) was added TFA (2 mL). The resulting mixture was stirred for 2.5 h at r.t then loaded onto an Isolute® SCX-2 cartridge which was washed with MeOH/DCM and the product eluted with 2M NH3/MeOH. The resulting residue was purified by column chromatography (Si—PCC, MeOH:DCM, 0-20%) affording 680 as a cream foam (224 mg, 85%). LCMS (... Starting materials: C(C)C1=NC2=C(N1C1=NC(=C3N=C(N(C3=N1)C)C1CN(C1)C(=O)OC(C)(C)C)N1CCOCC1)C=CC=C2 (tert-butyl 3-(2-(2-ethyl-1H-benzo[d]imidazol-1-yl)-9-methyl-6-morpholino-9H-purin-8-yl)azetidine-1-carboxylate), C(=O)(C(F)(F)F)O (TFA). Starting materials: CCOC(=O)c1c[nH]cc1-c1ccc(C)cc1, [Cl-], [Na+], [Na+], [OH-], OCCO. Product: Cc1ccc(-c2cc[nH]c2)cc1. As a reaction SMILES: [CH2:1]([O:2][C:3](=[O:4])[c:6]1[cH:7][nH:8][cH:9][c:10]1-[c:11]1[cH:12][cH:13][c:14]([CH3:17])[cH:15][cH:16]1)[CH3:5].[Cl-:20].[Na+:19].[Na+:21].[OH-:18].[OH:22][CH2:23][CH2:24][OH:25]>>[cH:6]1[cH:7][nH:8][cH:9][c:10]1-[c:11]1[cH:12][cH:13][c:14]([CH3:17])[cH:15][cH:16]1. Starting materials: COC(C(=O)C1=CC(=C(C=C1)S(=O)(=O)C)Cl)=O ((3-Chloro-4-methanesulfonyl-phenyl)-oxo-acetic acid methyl ester), Cl.C(C(C)C)ON (O-Isobutylhydroxylamine hydrochloride). The solvent is CO (methanol). Conditions: temperature 70 celsius, time 3 hour. Yields the product COC(/C(=N/OCC(C)C)/C1=CC(=C(C=C1)S(=O)(=O)C)Cl)=O ((E)-(3-chloro-4-methanesulfonyl-phenyl)-isobutoxyimino-acetic acid methyl ester). The yield is 34.8%. As a reaction SMILES: [CH3:1][O:2][C:3](=[O:17])[C:4]([C:6]1[CH:11]=[CH:10][C:9]([S:12]([CH3:15])(=[O:14])=[O:13])=[C:8]([Cl:16])[CH:7]=1)=O.Cl.[CH2:19]([O:23][NH2:24])[CH:20]([CH3:22])[CH3:21]>CO>[CH3:1][O:2][C:3](=[O:17])/[C:4](/[C:6]1[CH:11]=[CH:10][C:9]([S:12]([CH3:15])(=[O:14])=[O:13])=[C:8]([Cl:16])[CH:7]=1)=[N:24]/[O:23][CH2:19][CH:20]([CH3:22])[CH3:21] |f:1.2|. Reported procedure: (3-Chloro-4-methanesulfonyl-phenyl)-oxo-acetic acid methyl ester (prepared as in Example 1, 90 mg, 3.26 mmol) was stirred in methanol (7 mL) and warmed in a 70° C. oil bath. O-Isobutylhydroxylamine hydrochloride (511 mg, 4.07 mmol) was added. After 3 h, the reaction mixture was allowed to cool and concentrated in vacuo. Purification by flash column chromatography (Merck silica gel 60, 40-63 μm; 20% ethyl acetate/hexanes to 30% ethyl acetate/hexanes) afforded (E)-(3-chloro-4-methanesulfonyl-pheny... Product: Cn1c(C#N)ccc1-c1ccc2c(c1)C(C)(C)OCC(=O)N2. Reaction SMILES: [CH3:1][C:2]1([CH3:21])[O:3][CH2:4][C:5](=[O:20])[NH:6][c:7]2[c:8]1[cH:9][c:10](-[c:13]1[cH:14][cH:15][c:16]([C:18]#[N:19])[nH:17]1)[cH:11][cH:12]2.[I:22][CH3:23]>>[CH3:1][C:2]1([CH3:21])[O:3][CH2:4][C:5](=[O:20])[NH:6][c:7]2[c:8]1[cH:9][c:10](-[c:13]1[cH:14][cH:15][c:16]([C:18]#[N:19])[n:17]1[CH3:23])[cH:11][cH:12]2. Starting materials: CC1(C)OCC(=O)Nc2ccc(-c3ccc(C#N)[nH]3)cc21, CI. The reactants are CC(C)CC(NC(=O)OC(C)(C)C)C(=O)NC1C(=O)Nc2ccccc2OC1c1ccccc1, ClCCl, O=C(O)C(F)(F)F. Yields the product CC(C)CC(N)C(=O)NC1C(=O)Nc2ccccc2OC1c1ccccc1. RXN SMILES: [C:1]([O:2][C:3](=[O:4])[NH:8][CH:9]([CH2:10][CH:11]([CH3:12])[CH3:13])[C:14](=[O:15])[NH:16][CH:17]1[CH:18]([c:29]2[cH:30][cH:31][cH:32][cH:33][cH:34]2)[O:19][c:20]2[c:21]([cH:25][cH:26][cH:27][cH:28]2)[NH:22][C:23]1=[O:24])([CH3:5])([CH3:6])[CH3:7].[Cl:42][CH2:43][Cl:44].[OH:35][C:36]([C:37]([F:38])([F:39])[F:40])=[O:41]>>[NH2:8][CH:9]([CH2:10][CH:11]([CH3:12])[CH3:13])[C:14](=[O:15])[NH:16][CH:17]1[CH:18]([c:29]2[cH:30][cH:31][cH:32][cH:33][cH:34]2)[O:19][c:20]2[c:21]([cH:25][cH:26][cH:27][cH:28]2)[NH:22][C:23]1=[O:24]. Reactants: BrC1=C(C=CC=C1)N (2-bromophenylamine), C(C)(=O)Cl (acetyl chloride), Cl (hydrochloric acid). Run in C(Cl)Cl (DCM). Conditions: time 8 hour. Yields the product BrC1=C(C=CC=C1)NC(C)=O (N-(2-Bromophenyl)acetamide). Isolated yield 73.0%. Reaction SMILES: [Br:1][C:2]1[CH:7]=[CH:6][CH:5]=[CH:4][C:3]=1[NH2:8].[C:9](Cl)(=[O:11])[CH3:10].Cl>C(Cl)Cl>[Br:1][C:2]1[CH:7]=[CH:6][CH:5]=[CH:4][C:3]=1[NH:8][C:9](=[O:11])[CH3:10]. Procedure details: To a solution of 2-bromophenylamine (1.0 equiv.) in DCM (0.2 M) was added acetyl chloride (1.5 M) at 0° C. The resulting mixture was stirred at this temperature overnight. 1 N hydrochloric acid (0.4 equiv.) was added to quench the reaction. The mixture was extracted with DCM and sodium bicarbonate and the combined organic layers were washed with brine, dried over sodium sulfate, concentrated and triturated from 16% ethyl acetate in petroleum ether to give the desired product (73% yield) as a whi...